Dataset: the Open Reaction Database (ORD), a public repository of structured organic reaction records. Task: describe an organic reaction: reactants, conditions, products, and yield The reactants are C(C)(C)(C)OC(=O)C1=C(SC=2CN(C(CC21)CN)CC2=CC=C(C=C2)OC)N (2-amino-5-aminomethyl-6-(4-methoxy-benzyl)-4,5,6,7-tetrahydro-thieno[2,3-c]pyridine-3-carboxylic acid tert-butyl ester), COC=1C=C2C(=C(NC2=CC1)C)CC(=O)O (5-methoxy-2-methyl-3-indole acetic acid), Cl.CN(CCCN=C=NCC)C (1-(3-dimethylamino-propyl)-3-ethylcarbodiimide, hydrochloride), ON1N=NC2=C1C=CC=C2 (1-hydroxybenzotriazole). Run in ClCCl (dichloromethane), CN(C=O)C (N,N-dimethylformamide). Conditions: time 12 hour. Yields the product C(C)(C)(C)OC(=O)C1=C(SC=2CN(C(CC21)CNC(CC2=C(NC1=CC=C(C=C21)OC)C)=O)CC2=CC=C(C=C2)OC)N (2-amino-6-(4-methoxy-benzyl)-5-((2-(5-methoxy-2-methyl-1H-indol-3-yl)acetylamino)methyl)-4,5,6,7-tetrahydro-thieno[2,3-c]pyridine-3-carboxylic acid tert-butyl ester). Reaction SMILES: [C:1]([O:5][C:6]([C:8]1[C:16]2[CH2:15][CH:14]([CH2:17][NH2:18])[N:13]([CH2:19][C:20]3[CH:25]=[CH:24][C:23]([O:26][CH3:27])=[CH:22][CH:21]=3)[CH2:12][C:11]=2[S:10][C:9]=1[NH2:28])=[O:7])([CH3:4])([CH3:3])[CH3:2].[CH3:29][O:30][C:31]1[CH:32]=[C:33]2[C:37](=[CH:38][CH:39]=1)[NH:36][C:35]([CH3:40])=[C:34]2[CH2:41][C:42](O)=[O:43].Cl.CN(C)CCCN=C=NCC.ON1C2C=CC=CC=2N=N1>CN(C)C=O.ClCCl>[C:1]([O:5][C:6]([C:8]1[C:16]2[CH2:15][CH:14]([CH2:17][NH:18][C:42](=[O:43])[CH2:41][C:34]3[C:33]4[C:37](=[CH:38][CH:39]=[C:31]([O:30][CH3:29])[CH:32]=4)[NH:36][C:35]=3[CH3:40])[N:13]([CH2:19][C:20]3[CH:21]=[CH:22][C:23]([O:26][CH3:27])=[CH:24][CH:25]=3)[CH2:12][C:11]=2[S:10][C:9]=1[NH2:28])=[O:7])([CH3:4])([CH3:3])[CH3:2] |f:2.3|. Procedure details: To a solution of 2-amino-5-aminomethyl-6-(4-methoxy-benzyl)-4,5,6,7-tetrahydro-thieno[2,3-c]pyridine-3-carboxylic acid tert-butyl ester (202 mg, 0.50 mmol), in N,N-dimethylformamide (4 ml) was added 5-methoxy-2-methyl-3-indole acetic acid (170 mg, 0.74 mmol), 1-(3-dimethylamino-propyl)-3-ethylcarbodiimide, hydrochloride (150 mg, 0.75 mmol), and 1-hydroxybenzotriazole (105 mg, 0.74 mmol). The mixture was stirred at room temperature for 12 hours. The crude reaction mixture was diluted with dichlor...